From a dataset of the Open Reaction Database (ORD), a public repository of structured organic reaction records. describe an organic reaction: reactants, conditions, products, and yield Reactants: N=1C=C(N2N=CC=CC21)CC2=CC1=C(N=C(S1)S(=O)C)C=C2 (6-(imidazo[1,2-b]pyridazin-3-ylmethyl)-2-(methylsulfinyl)benzo[d]thiazole), Cl.N[C@H]1[C@@H](CCCC1)O ((1R,2R)-2-aminocyclohexanol hydrochloride), CCN(C(C)C)C(C)C (DIEA), CN1CCCC1=O (NMP). Run in O (water). Run at temperature 140 celsius. Product: N=1C=C(N2N=CC=CC21)CC2=CC1=C(N=C(S1)N[C@H]1[C@@H](CCCC1)O)C=C2 ((1R,2R)-2-((6-(imidazo[1,2-b]pyridazin-3-ylmethyl)benzo[d]thiazol-2-yl)amino)cyclohexanol). The yield is 26.7%. RXN SMILES: [N:1]1[CH:2]=[C:3]([CH2:10][C:11]2[CH:22]=[CH:21][C:14]3[N:15]=[C:16](S(C)=O)[S:17][C:13]=3[CH:12]=2)[N:4]2[C:9]=1[CH:8]=[CH:7][CH:6]=[N:5]2.Cl.[NH2:24][C@@H:25]1[CH2:30][CH2:29][CH2:28][CH2:27][C@H:26]1[OH:31].CCN(C(C)C)C(C)C.CN1C(=O)CCC1>O>[N:1]1[CH:2]=[C:3]([CH2:10][C:11]2[CH:22]=[CH:21][C:14]3[N:15]=[C:16]([NH:24][C@@H:25]4[CH2:30][CH2:29][CH2:28][CH2:27][C@H:26]4[OH:31])[S:17][C:13]=3[CH:12]=2)[N:4]2[C:9]=1[CH:8]=[CH:7][CH:6]=[N:5]2 |f:1.2|. Procedure details: A stirred mixture of 6-(imidazo[1,2-b]pyridazin-3-ylmethyl)-2-(methylsulfinyl)benzo[d]thiazole (260 mg, 0.79 mmol) from the previous step, (1R,2R)-2-aminocyclohexanol hydrochloride (360 mg, 2.38 mmol), DIEA (408 mg, 3.16 mmol) and NMP (10 mL), was heated at 140° C. for 48 h. The mixture was cooled to rt and water (50 mL) was added. The mixture was extracted with EtOAc (30 mL×3) and the combined organic layers were washed with brine. The organic layer was separated, dried over Na2SO4, filtered, a...